Dataset: the Open Reaction Database (ORD), a public repository of structured organic reaction records. Task: describe an organic reaction: reactants, conditions, products, and yield Starting materials: Ice water, BrCCOCCSC=1C=CC=2N(N1)N=CN2 (6-[2-(2-bromoethoxy)ethylthio][1,2,4] triazolo[1,5-b]pyridazine), C1(=CC=CC=C1)C(OC1CCNCC1)C1=CC=CC=C1 (4-(diphenylmethoxy)piperidine), C([O-])([O-])=O.[K+].[K+] (potassium carbonate). The solvent is CN(C=O)C (N,N-dimethylformamide). Conditions: time 17 hour. Product: C(\C=C\C(=O)O)(=O)O.C1(=CC=CC=C1)C(OC1CCN(CC1)CCOCCSC=1C=CC=2N(N1)N=CN2)C2=CC=CC=C2 (6-[2-[2-[4-(diphenylmethoxy)piperidino]ethoxy]ethylthio][1,2,4]triazolo[1,5-b]pyridazine fumarate). The yield is 121.7%. RXN SMILES: Br[CH2:2][CH2:3][O:4][CH2:5][CH2:6][S:7][C:8]1[CH:9]=[CH:10][C:11]2[N:12]([N:14]=[CH:15][N:16]=2)[N:13]=1.[C:17]1([CH:23]([C:31]2[CH:36]=[CH:35][CH:34]=[CH:33][CH:32]=2)[O:24][CH:25]2[CH2:30][CH2:29][NH:28][CH2:27][CH2:26]2)[CH:22]=[CH:21][CH:20]=[CH:19][CH:18]=1.[C:37](=[O:40])([O-:39])[O-].[K+].[K+]>CN(C)C=O>[C:23]([OH:4])(=[O:24])/[CH:31]=[CH:36]/[C:37]([OH:39])=[O:40].[C:31]1([CH:23]([C:17]2[CH:18]=[CH:19][CH:20]=[CH:21][CH:22]=2)[O:24][CH:25]2[CH2:30][CH2:29][N:28]([CH2:2][CH2:3][O:4][CH2:5][CH2:6][S:7][C:8]3[CH:9]=[CH:10][C:11]4[N:12]([N:14]=[CH:15][N:16]=4)[N:13]=3)[CH2:27][CH2:26]2)[CH:32]=[CH:33][CH:34]=[CH:35][CH:36]=1 |f:2.3.4,6.7|. Procedure: 1.35 g of 6-[2-(2-bromoethoxy)ethylthio][1,2,4] triazolo[1,5-b]pyridazine and 1.19 g of 4-(diphenylmethoxy)piperidine were dissolved in 15 ml of N,N-dimethylformamide; 740 mg of potassium carbonate was added, followed by stirring at room temperature for 17 hours. Ice water was added, followed by extraction with ethyl acetate; the extract was washed with saturated saline and dried with magnesium sulfate. After the dry product was concentrated under reduced pressure, the residue was subjected to s... RXN SMILES: [C:1](=O)(OC(Cl)(Cl)Cl)[O:2]C(Cl)(Cl)Cl.[F:13][CH2:14][CH2:15][N:16]1[CH2:21][CH2:20][CH:19]([NH2:22])[CH2:18][CH2:17]1.[CH3:23][O:24][C:25]1[CH:26]=[CH:27][CH:28]=[C:29]2[C:34]=1[CH:33]([NH:35][C:36]1[CH:45]=[CH:44][C:43]3[C:38](=[CH:39][CH:40]=[C:41]([NH2:46])[CH:42]=3)[N:37]=1)[CH2:32][CH2:31][CH2:30]2>>[F:13][CH2:14][CH2:15][N:16]1[CH2:21][CH2:20][CH:19]([NH:22][C:1]([NH:46][C:41]2[CH:42]=[C:43]3[C:38](=[CH:39][CH:40]=2)[N:37]=[C:36]([NH:35][CH:33]2[C:34]4[C:29](=[CH:28][CH:27]=[CH:26][C:25]=4[O:24][CH3:23])[CH2:30][CH2:31][CH2:32]2)[CH:45]=[CH:44]3)=[O:2])[CH2:18][CH2:17]1. Yields the product FCCN1CCC(CC1)NC(=O)NC=1C=C2C=CC(=NC2=CC1)NC1CCCC2=CC=CC(=C12)OC (rac-1-[1-(2-Fluoro-ethyl)-piperidin-4-yl]-3-[2-(8-methoxy-1,2,3,4-tetrahydro-naphthalen-1-ylamino)-quinolin-6-yl]-urea). Starting materials: C(OC(Cl)(Cl)Cl)(OC(Cl)(Cl)Cl)=O (bis(trichloromethyl) carbonate), FCCN1CCC(CC1)N (1-(2-fluoroethyl)-piperidin-4-ylamine), COC=1C=CC=C2CCCC(C12)NC1=NC2=CC=C(C=C2C=C1)N (rac-N2-(8-methoxy-1,2,3,4-tetrahydro-naphthalen-1-yl)-quinoline-2,6-diamine). Procedure: The title compound was prepared in accordance with the general method 4 described in example 16 from bis(trichloromethyl) carbonate, 1-(2-fluoroethyl)-piperidin-4-ylamine and rac-N2-(8-methoxy-1,2,3,4-tetrahydro-naphthalen-1-yl)-quinoline-2,6-diamine; MS: m/e=492.5 (M+H+).